Task: describe an organic reaction: reactants, conditions, products, and yield. Dataset: the Open Reaction Database (ORD), a public repository of structured organic reaction records Starting materials: C(C=C)(=O)OCCCCCCOC1=CC=C(C=C1)OC(=O)C1=C(C(=O)O)C=C(C=C1)C(=O)OC1=CC=C(C=C1)OCCCCCCOC(C=C)=O (2,5-bis (4-[6-acryloyloxyhexyloxy]phenylcarboxy)benzoic acid), NC1=C(C=C(C(=C1)O[C@@H](C)CCCCCC)[N+](=O)[O-])C1=CC=C(C(=O)OC2=CC=C(OC(C)O)C=C2)C=C1 ((4-[4-(2-amino-5-nitro-4-[(S)-2-octyloxy]phenyl)benzoyloxy]phenoxy)ethanol). Reagents/catalysts: CN(C1=CC=NC=C1)C (4-dimethylaminopyridine). Solvent: ClCCl (dichloromethane). Product: C(C=C)(=O)OCCCCCCOC1=CC=C(C=C1)OC(=O)C1=C(C(=O)OCCOC2=CC=C(C=C2)OC(C2=CC=C(C=C2)C2=C(C=C(C(=C2)[N+](=O)[O-])O[C@@H](C)CCCCCC)N)=O)C=C(C=C1)C(=O)OC1=CC=C(C=C1)OCCCCCCOC(C=C)=O ((4-[4-(2-amino-5-nitro-4-[(S)-2-octyloxy]-phenyl)benzoyloxy]phenoxy)ethyl 2,5-bis (4-[6-acryloyloxyhexyloxy]phenylcarboxy)benzoate). As a reaction SMILES: [C:1]([O:5][CH2:6][CH2:7][CH2:8][CH2:9][CH2:10][CH2:11][O:12][C:13]1[CH:18]=[CH:17][C:16]([O:19][C:20]([C:22]2[CH:30]=[CH:29][C:28]([C:31]([O:33][C:34]3[CH:39]=[CH:38][C:37]([O:40][CH2:41][CH2:42][CH2:43][CH2:44][CH2:45][CH2:46][O:47][C:48](=[O:51])[CH:49]=[CH2:50])=[CH:36][CH:35]=3)=[O:32])=[CH:27][C:23]=2[C:24]([OH:26])=[O:25])=[O:21])=[CH:15][CH:14]=1)(=[O:4])[CH:2]=[CH2:3].[NH2:52][C:53]1[CH:58]=[C:57]([O:59][C@H:60]([CH2:62][CH2:63][CH2:64][CH2:65][CH2:66][CH3:67])[CH3:61])[C:56]([N+:68]([O-:70])=[O:69])=[CH:55][C:54]=1[C:71]1[CH:89]=[CH:88][C:74]([C:75]([O:77][C:78]2[CH:87]=[CH:86][C:81]([O:82][CH:83](O)[CH3:84])=[CH:80][CH:79]=2)=[O:76])=[CH:73][CH:72]=1>CN(C)C1C=CN=CC=1.ClCCl>[C:1]([O:5][CH2:6][CH2:7][CH2:8][CH2:9][CH2:10][CH2:11][O:12][C:13]1[CH:14]=[CH:15][C:16]([O:19][C:20]([C:22]2[CH:30]=[CH:29][C:28]([C:31]([O:33][C:34]3[CH:35]=[CH:36][C:37]([O:40][CH2:41][CH2:42][CH2:43][CH2:44][CH2:45][CH2:46][O:47][C:48](=[O:51])[CH:49]=[CH2:50])=[CH:38][CH:39]=3)=[O:32])=[CH:27][C:23]=2[C:24]([O:26][CH2:84][CH2:83][O:82][C:81]2[CH:80]=[CH:79][C:78]([O:77][C:75](=[O:76])[C:74]3[CH:73]=[CH:72][C:71]([C:54]4[CH:55]=[C:56]([N+:68]([O-:70])=[O:69])[C:57]([O:59][C@H:60]([CH2:62][CH2:63][CH2:64][CH2:65][CH2:66][CH3:67])[CH3:61])=[CH:58][C:53]=4[NH2:52])=[CH:89][CH:88]=3)=[CH:87][CH:86]=2)=[O:25])=[O:21])=[CH:17][CH:18]=1)(=[O:4])[CH:2]=[CH2:3]. Procedure details: 0.6 g of 2,5-bis (4-[6-acryloyloxyhexyloxy]phenylcarboxy)benzoic acid and 0.4 g of (4-[4-(2-amino-5-nitro-4-[(S)-2-octyloxy]phenyl)benzoyloxy]phenoxy)ethanol, 0.04 g of 4-dimethylaminopyridine, 0.2 g N,N'-dicyclodicyclohexyldicarbodiimide and 20 ml of dichloromethane are reacted in an analogous manner to Example 1 to give (4-[4-(2-amino-5-nitro-4-[(S)-2-octyloxy]-phenyl)benzoyloxy]phenoxy)ethyl 2,5-bis (4-[6-acryloyloxyhexyloxy]phenylcarboxy)benzoate. Starting materials: CN1CC2=C(N(C=3C=CC(=CC23)C)CC(CCOS(=O)(=O)C)C2=CC=NC=C2)CC1 (Methanesulfonic acid-4-(2,8-dimethyl-1,2,3,4-tetrahydro-pyrido[4,3-b]indol-5-yl)-3-pyridin-4-yl-butyl ester), CNC (dimethyl amine). Yields the product CN1CC2=C(N(C=3C=CC(=CC23)C)CC(CCN(C)C)C2=CC=NC=C2)CC1 ([4-(2,8-dimethyl-1,2,3,4-tetrahydro-pyrido[4,3-b]indol-5-yl)-3-pyridin-4-yl-butyl]-dimethyl-amine). As a reaction SMILES: [CH3:1][N:2]1[CH2:30][CH2:29][C:5]2[N:6]([CH2:14][CH:15]([C:23]3[CH:28]=[CH:27][N:26]=[CH:25][CH:24]=3)[CH2:16][CH2:17]OS(C)(=O)=O)[C:7]3[CH:8]=[CH:9][C:10]([CH3:13])=[CH:11][C:12]=3[C:4]=2[CH2:3]1.[CH3:31][NH:32][CH3:33]>>[CH3:1][N:2]1[CH2:30][CH2:29][C:5]2[N:6]([CH2:14][CH:15]([C:23]3[CH:28]=[CH:27][N:26]=[CH:25][CH:24]=3)[CH2:16][CH2:17][N:32]([CH3:33])[CH3:31])[C:7]3[CH:8]=[CH:9][C:10]([CH3:13])=[CH:11][C:12]=3[C:4]=2[CH2:3]1. Procedure: Methanesulfonic acid-4-(2,8-dimethyl-1,2,3,4-tetrahydro-pyrido[4,3-b]indol-5-yl)-3-pyridin-4-yl-butyl ester (200 mg, 0.468 mmol) in 10 mL of 40% aqueous dimethyl amine was heated at 100° C. for 1 h. The progress of reaction was monitored by TLC. After consumption of starting material, the reaction mixture was dried and the crude product was purified by reverse phase chromatography to obtain 170 mg of [4-(2,8-dimethyl-1,2,3,4-tetrahydro-pyrido[4,3-b]indol-5-yl)-3-pyridin-4-yl-butyl]-dimethyl-amin... Starting materials: COC(=O)C1CCCN1, O=C(O)C1CCCN1C(=O)CC1C=Cc2ccccc21, C1CSCN1. Yields the product COC(=O)C1CCCN1C(=O)C1CCCN1C(=O)CC1C=Cc2ccccc21. As a reaction SMILES: [CH3:21][O:22][C:23]([CH:24]1[NH:25][CH2:26][CH2:27][CH2:28]1)=[O:29].[CH:1]1([CH2:10][C:11](=[O:12])[N:13]2[CH:14]([C:15](=[O:16])[OH:17])[CH2:18][CH2:19][CH2:20]2)[CH:2]=[CH:3][c:4]2[cH:5][cH:6][cH:7][cH:8][c:9]21.[S:30]1[CH2:31][CH2:32][NH:33][CH2:34]1>>[CH:1]1([CH2:10][C:11](=[O:12])[N:13]2[CH:14]([C:15](=[O:17])[N:25]3[CH:24]([C:23]([O:22][CH3:21])=[O:29])[CH2:28][CH2:27][CH2:26]3)[CH2:18][CH2:19][CH2:20]2)[CH:2]=[CH:3][c:4]2[cH:5][cH:6][cH:7][cH:8][c:9]21. Starting materials: N#N (N2), BrC=1C=C(C=CC1)C1(OCCO1)C (2-(3-bromo-phenyl)-2-methyl-[1,3]dioxolane), CN(C)C=O (DMF), [Li]CCCC (n-BuLi), solution, [NH4+].[Cl-] (NH4Cl). Solvent: C1CCOC1 (THF), CCCCCC (hexane). Product: CC1(OCCO1)C=1C=C(C=O)C=CC1 (3-(2-Methyl-[1,3]dioxolan-2-yl)-benzaldehyde). As a reaction SMILES: N#N.Br[C:4]1[CH:5]=[C:6]([C:10]2([CH3:15])[O:14][CH2:13][CH2:12][O:11]2)[CH:7]=[CH:8][CH:9]=1.[Li]CCCC.CN([CH:24]=[O:25])C.[NH4+].[Cl-]>C1COCC1.CCCCCC>[CH3:15][C:10]1([C:6]2[CH:5]=[C:4]([CH:9]=[CH:8][CH:7]=2)[CH:24]=[O:25])[O:14][CH2:13][CH2:12][O:11]1 |f:4.5|. Reported procedure: In a flame dried round-bottomed flask equipped with a magnetic stir bar and under inert atmosphere (N2), to a solution of 2-(3-bromo-phenyl)-2-methyl-[1,3]dioxolane (944 mg, 3.88 mmol) in THF (20.0 mL) at −78° C. was added dropwise n-BuLi (1.60 mL of a 2.5M solution in hexane, 4.00 mmol). The reaction mixture was then stirred for 30 min at −78° C. before DMF (0.40 mL, 5.17 mmol) was added dropwise. The reaction mixture was allowed to warm to rt over 1 h. Sat. aq. NH4Cl was added and the mixture ...